From a dataset of the Open Reaction Database (ORD), a public repository of structured organic reaction records. describe an organic reaction: reactants, conditions, products, and yield Reaction SMILES: [CH2:16]=[O:17].[CH:18]([OH:19])=[O:20].[NH:1]1[CH2:2][CH2:3][C:4]2([CH2:5][C:6](=[O:13])[c:7]3[cH:8][cH:9][cH:10][cH:11][c:12]32)[CH2:14][CH2:15]1>>[N:1]1([CH3:16])[CH2:2][CH2:3][C:4]2([CH2:5][C:6](=[O:13])[c:7]3[cH:8][cH:9][cH:10][cH:11][c:12]32)[CH2:14][CH2:15]1. The reactants are C=O, O=CO, O=C1CC2(CCNCC2)c2ccccc21. Product: CN1CCC2(CC1)CC(=O)c1ccccc12. Reactants: CS(=O)(=O)Cl (methanesulfonyl chloride), CS(=O)(=O)Cl (methanesulfonyl chloride), C(#N)C1=CC(=C(C=C1)[C@H]1NC(N(C(=C1C#N)C)C1=CC(=CC=C1)C(F)(F)F)=O)S(=O)C ((RS,4S)-4-[4-cyano-2-(methylsulfinyl)phenyl]-6-methyl-2-oxo-1-[3-(trifluoromethyl)phenyl]-1,2,3,4-tetrahydropyrimidine-5-carbonitrile), C(#N)C1=CC(=C(C=C1)[C@H]1NC(N(C(=C1C#N)C)C1=CC(=CC=C1)C(F)(F)F)=O)[S@@](=O)C ((SS,4S)-4-[4-cyano-2-(methylsulfinyl)phenyl]-6-methyl-2-oxo-1-[3-(trifluoromethyl)phenyl]-1,2,3,4-tetrahydropyrimidine-5-carbonitrile), [H-].[Na+] (sodium hydride), [Cl-].[NH4+] (ammonium chloride). Run in C1CCOC1 (THF), C1CCOC1 (THF). Conditions: time 20 minute. Product: C(#N)C1=CC(=C(C=C1)[C@H]1N(C(N(C(=C1C#N)C)C1=CC(=CC=C1)C(F)(F)F)=O)S(=O)(=O)C)[S@@](=O)C ((SS,4S)-4-[4-cyano-2-(methylsulfinyl)phenyl]-6-methyl-3-(methylsulfonyl)-2-oxo-1-[3-(trifluoromethyl)phenyl]-1,2,3,4-tetrahydropyrimidine-5-carbonitrile). The yield is 47.0%. As a reaction SMILES: [C:1]([C:3]1[CH:8]=[CH:7][C:6]([C@@H:9]2[C:14]([C:15]#[N:16])=[C:13]([CH3:17])[N:12]([C:18]3[CH:23]=[CH:22][CH:21]=[C:20]([C:24]([F:27])([F:26])[F:25])[CH:19]=3)[C:11](=[O:28])[NH:10]2)=[C:5]([S:29]([CH3:31])=[O:30])[CH:4]=1)#[N:2].C(C1C=CC([C@@H]2C(C#N)=C(C)N(C3C=CC=C(C(F)(F)F)C=3)C(=O)N2)=C([S@](C)=O)C=1)#N.[H-].[Na+].[CH3:65][S:66](Cl)(=[O:68])=[O:67].[Cl-].[NH4+]>C1COCC1>[C:1]([C:3]1[CH:8]=[CH:7][C:6]([C@@H:9]2[C:14]([C:15]#[N:16])=[C:13]([CH3:17])[N:12]([C:18]3[CH:23]=[CH:22][CH:21]=[C:20]([C:24]([F:27])([F:26])[F:25])[CH:19]=3)[C:11](=[O:28])[N:10]2[S:66]([CH3:65])(=[O:68])=[O:67])=[C:5]([S@:29]([CH3:31])=[O:30])[CH:4]=1)#[N:2] |f:2.3,5.6|. Reported procedure: The reaction was carried out under argon. The diastereomer mixture of (RS,4S)-4-[4-cyano-2-(methylsulfinyl)phenyl]-6-methyl-2-oxo-1-[3-(trifluoromethyl)phenyl]-1,2,3,4-tetrahydropyrimidine-5-carbonitrile and (SS,4S)-4-[4-cyano-2-(methylsulfinyl)phenyl]-6-methyl-2-oxo-1-[3-(trifluoromethyl)phenyl]-1,2,3,4-tetrahydropyrimidine-5-carbonitrile (444.4 mg, 1000 μmol) was initially charged in THF (10 ml), and sodium hydride (60% in mineral oil; 56 mg, 1400 μmol) was added at 0° C. The mixture was warme... The reactants are ClC1=NC2=CC=C(C=C2C=C1)O (2-chloroquinolin-6-ol), B(O)(O)C1=C(C=C(C(=O)O)C=C1)F (4-borono-3-fluorobenzoic acid). Product: FC=1C=C(C(=O)O)C=CC1C1=NC2=CC=C(C=C2C=C1)O (3-fluoro-4-(6-hydroxyquinolin-2-yl)benzoic acid). RXN SMILES: Cl[C:2]1[CH:11]=[CH:10][C:9]2[C:4](=[CH:5][CH:6]=[C:7]([OH:12])[CH:8]=2)[N:3]=1.B([C:16]1[CH:24]=[CH:23][C:19]([C:20]([OH:22])=[O:21])=[CH:18][C:17]=1[F:25])(O)O>>[F:25][C:17]1[CH:18]=[C:19]([CH:23]=[CH:24][C:16]=1[C:2]1[CH:11]=[CH:10][C:9]2[C:4](=[CH:5][CH:6]=[C:7]([OH:12])[CH:8]=2)[N:3]=1)[C:20]([OH:22])=[O:21]. Reported procedure: Followed Scheme 3: Starting Materials: 2-chloroquinolin-6-ol and 4-borono-3-fluorobenzoic acid. 1H NMR (CD3OD, 400 MHz): δ 8.31 (d, J=8.4 Hz, 1H), 7.94-7.86 (m, 3H), 7.81-7.74 (m, 2H), 7.35 (dd, J=9.2, 2.8 Hz, 1H), 7.15 (d, J=2.8 Hz, 1H). MS (ESI): m/z 283.6 [M+H]+. Starting materials: O=C([O-])[O-], CCOC(C)=O, CCCCCC, CCNC(C(=O)Nc1cccc(C(F)(F)F)c1)c1ccccc1, [K+], [K+]. Yields the product CCN1CN(c2cccc(C(F)(F)F)c2)C(=O)C1c1ccccc1. Reaction SMILES: [C:24](=[O:25])([O-:26])[O-:27].[C:30]([O:31][CH2:32][CH3:33])(=[O:34])[CH3:35].[CH3:36][CH2:37][CH2:38][CH2:39][CH2:40][CH3:41].[F:1][C:2]([c:3]1[cH:4][c:5]([NH:9][C:10]([CH:11]([c:12]2[cH:13][cH:14][cH:15][cH:16][cH:17]2)[NH:18][CH2:19][CH3:20])=[O:21])[cH:6][cH:7][cH:8]1)([F:22])[F:23].[K+:28].[K+:29]>>[F:1][C:2]([c:3]1[cH:4][c:5]([N:9]2[C:10](=[O:21])[CH:11]([c:12]3[cH:13][cH:14][cH:15][cH:16][cH:17]3)[N:18]([CH2:19][CH3:20])[CH2:24]2)[cH:6][cH:7][cH:8]1)([F:22])[F:23]. Reactants: 209a, 209c, 211e, S(C)(=O)(=O)[O-] (mesylate), ( 211c ), ( 211e ), desired product 211c, 209d, S(C)(=O)(=O)[O-] (mesylate), 211b, OC1=CC(=NC2=CC=CC=C12)CC (4-hydroxy-2-ethylquinoline), ( 211f ), ( 109e ), acid 211f, [Br-] (bromide), S(C)(=O)(=O)[O-] (mesylate), O(C1=CC=CC=C1)C1=CC=CC=C1 (Ph2O), 211c, desired product 211e, 211a, BrC1=CC(=NC2=CC=CC=C12)C (4-Bromo-2-methylquinoline). Solvent: CCCCCC (hexane). Run at temperature 240 celsius. Yields the product C(C)C1=NC2=CC=CC=C2C(=C1)COC1=CC=C(C(=O)O)C=C1 (4-[(2-ethyl-4-quinolinyl)methoxy]benzoic acid). As a reaction SMILES: [OH:1][C:2]1C2C(=CC=CC=2)N=C(CC)C=1.[Br-].BrC1[C:25]2[C:20](=[CH:21][CH:22]=[CH:23][CH:24]=2)[N:19]=C(C)C=1.S([O-])(=O)(=[O:29])C.[O:32]([C:39]1[CH:44]=[CH:43][CH:42]=[CH:41][CH:40]=1)[C:33]1[CH:38]=[CH:37][CH:36]=[CH:35][CH:34]=1>CCCCCC>[CH2:41]([C:42]1[CH:43]=[C:44]([CH2:39][O:32][C:33]2[CH:34]=[CH:35][C:36]([C:2]([OH:1])=[O:29])=[CH:37][CH:38]=2)[C:25]2[C:20](=[CH:21][CH:22]=[CH:23][CH:24]=2)[N:19]=1)[CH3:40]. Reported procedure: To a flask were charged aniline (18.6 g, 0.2 mol), methyl propionylacetate (26.0 g, 0.2 mol), p-TsOH (0.3 g) and 100 mL of benzene. The mixture was heated to reflux and water was removed via Dean-Stark apparatus. After cooled down, insoluble material was filtered and the filtrate was concentrated to provide crude material in quantitative yield. The crude material was pure enough for next step. The crude material obtained was dissolved in 150 mL of Ph2O and the solution was heated to 240° C. for ... The reactants are CCCOc1ccc2nc(-c3ccc(OCCOC)cc3)cn2n1, ClC(Cl)Cl, O=C1CCC(=O)N1Cl. Yields the product CCCOc1ccc2nc(-c3ccc(OCCOC)cc3)c(Cl)n2n1. As a reaction SMILES: [CH3:1][O:2][CH2:3][CH2:4][O:5][c:6]1[cH:7][cH:8][c:9](-[c:12]2[n:13][c:14]3[n:15]([n:16][c:17]([O:20][CH2:21][CH2:22][CH3:23])[cH:18][cH:19]3)[cH:24]2)[cH:10][cH:11]1.[CH:33]([Cl:34])([Cl:35])[Cl:36].[Cl:25][N:26]1[C:27](=[O:28])[CH2:29][CH2:30][C:31]1=[O:32]>>[CH3:1][O:2][CH2:3][CH2:4][O:5][c:6]1[cH:7][cH:8][c:9](-[c:12]2[n:13][c:14]3[n:15]([n:16][c:17]([O:20][CH2:21][CH2:22][CH3:23])[cH:18][cH:19]3)[c:24]2[Cl:25])[cH:10][cH:11]1. Starting materials: C(C)N=C=O (Ethylisocyanate), NCCSC=1N=C(C(=NC1)NS(=O)(=O)C1=C(C(=CC=C1)Cl)Cl)OC (N-[5-(2-Aminoethylsulphanyl)-3-methoxy-2-pyrazinyl]-2,3-dichlorobenzenesulphonamide). Run in ClCCl (dichloromethane). Conditions: time 1 hour. Yields the product ClC1=C(C=CC=C1Cl)S(=O)(=O)NC1=NC=C(N=C1OC)SCCNC(=O)NCC (2,3-Dichloro-N-{5-[2-(ethylureido)ethylsulphanyl]-3-methoxy-2-pyrazinyl}benzenesulphonamide). Reaction SMILES: [CH2:1]([N:3]=[C:4]=[O:5])[CH3:2].[NH2:6][CH2:7][CH2:8][S:9][C:10]1[N:11]=[C:12]([O:28][CH3:29])[C:13]([NH:16][S:17]([C:20]2[CH:25]=[CH:24][CH:23]=[C:22]([Cl:26])[C:21]=2[Cl:27])(=[O:19])=[O:18])=[N:14][CH:15]=1>ClCCl>[Cl:27][C:21]1[C:22]([Cl:26])=[CH:23][CH:24]=[CH:25][C:20]=1[S:17]([NH:16][C:13]1[C:12]([O:28][CH3:29])=[N:11][C:10]([S:9][CH2:8][CH2:7][NH:6][C:4]([NH:3][CH2:1][CH3:2])=[O:5])=[CH:15][N:14]=1)(=[O:18])=[O:19]. Reported procedure: Ethylisocyanate (0.016 g) was added to N-[5-(2-aminoethylsulphanyl)-3-methoxy-2-pyrazinyl]-2,3-dichloro-benzenesulphonamide (Example 173) (0.08 g) in dichloromethane (5 mL). After 1 h, the reaction mixture was evaporated to dryness. Purified by silica gel chromatography eluting with methanol/dichloromethane mixtures. Yield 0.015 g. Starting materials: CC=1NC2=CC=CC=C2C1C(=O)C1=C(C(=O)O)C=CC=C1 (2-[(2-methyl-3-indolyl)carbonyl]benzoic acid), CN(C1=CC(=CC=C1)N(C)C)C (N,N,N',N'-tetramethyl-m-phenylenediamine). Solvent: C(C)(=O)OC(C)=O (acetic anhydride). The product is CN(C1=C(C=CC(=C1)N(C)C)C1(OC(=O)C2=CC=CC=C12)C1=C(NC2=CC=CC=C12)C)C (3-[2,4-bis-(dimethylamino)phenyl]-3-(2-methyl-3-indolyl)phthalide), Formula III. RXN SMILES: [CH3:1][C:2]1[NH:3][C:4]2[C:9]([C:10]=1[C:11]([C:13]1[CH:21]=[CH:20][CH:19]=[CH:18][C:14]=1[C:15]([OH:17])=[O:16])=O)=[CH:8][CH:7]=[CH:6][CH:5]=2.[CH3:22][N:23]([CH3:33])[C:24]1[CH:29]=[CH:28][CH:27]=[C:26]([N:30]([CH3:32])[CH3:31])[CH:25]=1>C(OC(=O)C)(=O)C>[CH3:31][N:30]([CH3:32])[C:26]1[CH:25]=[C:24]([N:23]([CH3:33])[CH3:22])[CH:29]=[CH:28][C:27]=1[C:11]1([C:10]2[C:9]3[C:4](=[CH:5][CH:6]=[CH:7][CH:8]=3)[NH:3][C:2]=2[CH3:1])[C:13]2[C:14](=[CH:18][CH:19]=[CH:20][CH:21]=2)[C:15](=[O:17])[O:16]1. Procedure: A mixture of 8.37 g (0.03 mole) of 2-[(2-methyl-3-indolyl)carbonyl]benzoic acid, prepared as described in part A above, 8.37 g (0.05 mole) of N,N,N',N'-tetramethyl-m-phenylenediamine and 10 ml of acetic anhydride was interacted at 50° C. as described in part B of Example 8 above to obtain 3-[2,4-bis-(dimethylamino)phenyl]-3-(2-methyl-3-indolyl)phthalide (Formula III: R0 =R1 =R2 =R3 =R6 =Y1 =H; R=R5 =CH3 ; R4 =N(CH3)2). After purification by slurrying in a benzene and ligroin mixture, the collect... The reactants are O=C([O-])[O-], CCN1CCNCC1, CCN(C(C)C)C(C)C, N#Cc1ccc(Cl)nc1, [Na+], [Na+], CN(C)C=O, O. The product is CCN1CCN(c2ccc(C#N)cn2)CC1. As a reaction SMILES: [C:27](=[O:28])([O-:29])[O-:30].[CH2:19]([CH3:20])[N:21]1[CH2:22][CH2:23][NH:24][CH2:25][CH2:26]1.[CH:10]([N:11]([CH2:12][CH3:13])[CH:14]([CH3:15])[CH3:16])([CH3:17])[CH3:18].[Cl:1][c:2]1[n:3][cH:4][c:5]([C:6]#[N:7])[cH:8][cH:9]1.[Na+:31].[Na+:32].[O:34]=[CH:35][N:36]([CH3:37])[CH3:38].[OH2:33]>>[c:2]1([N:24]2[CH2:23][CH2:22][N:21]([CH2:19][CH3:20])[CH2:26][CH2:25]2)[n:3][cH:4][c:5]([C:6]#[N:7])[cH:8][cH:9]1.